Dataset: the Open Reaction Database (ORD), a public repository of structured organic reaction records. Task: describe an organic reaction: reactants, conditions, products, and yield Reactants: CC1=C(CO)C=CC=C1[N+](=O)[O-] (2-methyl-3-nitrobenzyl alcohol), [Sn](Cl)(Cl)(Cl)Cl (tintetrachloride), ClC1=CC=CC=C1 (chlorobenzene), CN1CCNCC1 (N-methylpiperazine). Yields the product ClC1=C(CC2=C(C(=CC=C2)[N+](=O)[O-])C)C=CC=C1 (2-(2-chlorobenzyl)-6-nitrotoluene), ClC1=CC=C(CC2=C(C(=CC=C2)[N+](=O)[O-])C)C=C1 (2-(4-chlorobenzyl)-6-nitrotoluene). Yield: 41.0%. RXN SMILES: [CH3:1][C:2]1[C:9]([N+:10]([O-:12])=[O:11])=[CH:8][CH:7]=[CH:6][C:3]=1[CH2:4]O.[Sn](Cl)(Cl)(Cl)Cl.CN1CCNCC1.[Cl:25][C:26]1[CH:31]=[CH:30][CH:29]=[CH:28][CH:27]=1>>[Cl:25][C:26]1[CH:31]=[CH:30][CH:29]=[CH:28][C:27]=1[CH2:4][C:3]1[CH:6]=[CH:7][CH:8]=[C:9]([N+:10]([O-:12])=[O:11])[C:2]=1[CH3:1].[Cl:25][C:26]1[CH:31]=[CH:30][C:29]([CH2:4][C:3]2[CH:6]=[CH:7][CH:8]=[C:9]([N+:10]([O-:12])=[O:11])[C:2]=2[CH3:1])=[CH:28][CH:27]=1. Procedure details: A mixture of 25 g (0.15 mol) of 2-methyl-3-nitrobenzyl alcohol and 25 ml (0.22 mol) of tintetrachloride in 250 ml of chlorobenzene is refluxed for 3 hours with stirring. After cooling 50 ml of N-methylpiperazine is slowly instilled. The precipitate is suctioned off and washed several times with ethyl acetate. The combined filtrates are dried on sodium sulfate and concentrated by evaporation and the temperature must not rise above 160° C. The residue (39 g) with a mixture of 33 parts of cyclohexa... Starting materials: Cl (hydrochloric acid), C1(=CC=CC=C1)C(=NC(CC1=CC=CC=C1)P(OCC)(=O)C(CC1=CC=CC=C1)N=C(C1=CC=CC=C1)C1=CC=CC=C1)C1=CC=CC=C1 (Ethyl bis(N-diphenylmethylene-1-amino-2-phenylethyl)phosphinate). Run in CCOCC (ether). Product: Cl.NC(CC1=CC=CC=C1)P(OCC)(=O)C(CC1=CC=CC=C1)N (Ethyl bis(1-amino-2-phenylethyl)phosphinate hydrochloride). Yield: 97.0%. RXN SMILES: [ClH:1].C1(C(C2C=CC=CC=2)=[N:9][CH:10]([P:18]([CH:23]([N:31]=C(C2C=CC=CC=2)C2C=CC=CC=2)[CH2:24][C:25]2[CH:30]=[CH:29][CH:28]=[CH:27][CH:26]=2)(=[O:22])[O:19][CH2:20][CH3:21])[CH2:11][C:12]2[CH:17]=[CH:16][CH:15]=[CH:14][CH:13]=2)C=CC=CC=1>CCOCC>[ClH:1].[NH2:31][CH:23]([P:18]([CH:10]([NH2:9])[CH2:11][C:12]1[CH:17]=[CH:16][CH:15]=[CH:14][CH:13]=1)(=[O:22])[O:19][CH2:20][CH3:21])[CH2:24][C:25]1[CH:26]=[CH:27][CH:28]=[CH:29][CH:30]=1 |f:3.4|. Procedure: Approximately 10% strength aqueous hydrochloric acid (30 ml) is added to a solution of the bis-alkylated phosphinate 5 (1161 mg; 1.76 mmol) in ether (30 ml) at room temperature with stirring. After 24 hours the organic phase is separated off and the aqueous phase is extracted with ethyl acetate (20 ml). The phosphinate hydrochloride 10 (690 mg, 97% of theory) is obtained after freeze-drying. Reactants: O=C([O-])[O-], CCCCc1nc(C)[nH]c(=O)c1Cc1ccc(-c2ccccc2C#N)cc1, CN(C)C=O, CCOC(C)=O, ClCc1noc(-c2ccsc2)n1, [K+], [K+]. The product is CCCCc1nc(C)n(Cc2noc(-c3ccsc3)n2)c(=O)c1Cc1ccc(-c2ccccc2C#N)cc1. As a reaction SMILES: [C:28](=[O:29])([O-:30])[O-:31].[CH2:1]([CH2:2][CH2:3][CH3:4])[c:5]1[n:6][c:7]([CH3:27])[nH:8][c:9](=[O:26])[c:10]1[CH2:11][c:12]1[cH:13][cH:14][c:15](-[c:18]2[c:19]([C:24]#[N:25])[cH:20][cH:21][cH:22][cH:23]2)[cH:16][cH:17]1.[CH3:46][N:47]([CH3:48])[CH:49]=[O:50].[CH3:51][CH2:52][O:53][C:54](=[O:55])[CH3:56].[Cl:34][CH2:35][c:36]1[n:37][o:38][c:39](-[c:41]2[cH:42][s:43][cH:44][cH:45]2)[n:40]1.[K+:32].[K+:33]>>[CH2:1]([CH2:2][CH2:3][CH3:4])[c:5]1[n:6][c:7]([CH3:27])[n:8]([CH2:35][c:36]2[n:37][o:38][c:39](-[c:41]3[cH:42][s:43][cH:44][cH:45]3)[n:40]2)[c:9](=[O:26])[c:10]1[CH2:11][c:12]1[cH:13][cH:14][c:15](-[c:18]2[c:19]([C:24]#[N:25])[cH:20][cH:21][cH:22][cH:23]2)[cH:16][cH:17]1. Starting materials: ClC1=CC=C(C=C1)C1=NC2=C(N1)C(=CC=C2OC)OC (2-(4-chlorophenyl)-4,7-dimethoxy-1H-benzimidazole), [Cl-].[Al+3].[Cl-].[Cl-] (aluminum chloride), Cl (hydrochloric acid). Run in C1(=CC=CC=C1)C (toluene). Yields the product ClC1=CC=C(C=C1)C1=NC2=C(N1)C(=CC=C2O)O (2-(4-Chlorophenyl)-1H-benzimidazole-4,7-diol). Reaction SMILES: [Cl:1][C:2]1[CH:7]=[CH:6][C:5]([C:8]2[NH:12][C:11]3[C:13]([O:19]C)=[CH:14][CH:15]=[C:16]([O:17]C)[C:10]=3[N:9]=2)=[CH:4][CH:3]=1.[Cl-].[Al+3].[Cl-].[Cl-].Cl>C1(C)C=CC=CC=1>[Cl:1][C:2]1[CH:3]=[CH:4][C:5]([C:8]2[NH:9][C:10]3[C:16]([OH:17])=[CH:15][CH:14]=[C:13]([OH:19])[C:11]=3[N:12]=2)=[CH:6][CH:7]=1 |f:1.2.3.4|. Procedure details: A 1.0 g portion of 2-(4-chlorophenyl)-4,7-dimethoxy-1H-benzimidazole, 1.40 g of aluminum chloride and 50 ml of toluene was heated at reflux for 2 hours, then cooled and poured into cold 3N hydrochloric acid. The resulting solid was collected and recrystallized from ethanol, giving 680 mg of the desired product, mp>300° C.